This data is from the Open Reaction Database (ORD), a public repository of structured organic reaction records. The task is: describe an organic reaction: reactants, conditions, products, and yield Reaction SMILES: [C:7](=[O:8])([O:9][C:10]([CH3:11])([CH3:12])[CH3:13])[NH:14][CH:15]([CH2:16][c:17]1[s:18][cH:19][cH:20][cH:21]1)[C:22](=[O:23])[OH:24].[CH2:1]1[CH2:2][O:3][CH2:4][CH2:5][NH:6]1>>[CH2:1]1[CH2:2][O:3][CH2:4][CH2:5][N:6]1[C:22]([CH:15]([NH:14][C:7](=[O:8])[O:9][C:10]([CH3:11])([CH3:12])[CH3:13])[CH2:16][c:17]1[s:18][cH:19][cH:20][cH:21]1)=[O:23]. Yields the product CC(C)(C)OC(=O)NC(Cc1cccs1)C(=O)N1CCOCC1. The reactants are CC(C)(C)OC(=O)NC(Cc1cccs1)C(=O)O, C1COCCN1. Starting materials: alkyne, COC1(CC1)C1=CC=C(C=C1)C#C[Si](C)(C)C ([4-(1-methoxycyclopropyl)-phenylethynyl]-trimethylsilane), COC1(CC1)C1=CC=C(C=C1)C#C[Si](C)(C)C ([4-(1-methoxycyclopropyl)-phenylethynyl]-trimethylsilane), C([O-])([O-])=O.[K+].[K+] (potassium carbonate). Run in CO (methanol). Run at time 8 hour. The product is C(#C)C1=CC=C(C=C1)C1(CC1)OC (1-Ethynyl-4-(1-methoxycyclopropyl)-benzene). Reaction SMILES: [CH3:1][O:2][C:3]1([C:6]2[CH:11]=[CH:10][C:9]([C:12]#[C:13][Si](C)(C)C)=[CH:8][CH:7]=2)[CH2:5][CH2:4]1.C(=O)([O-])[O-].[K+].[K+]>CO>[C:12]([C:9]1[CH:10]=[CH:11][C:6]([C:3]2([O:2][CH3:1])[CH2:4][CH2:5]2)=[CH:7][CH:8]=1)#[CH:13] |f:1.2.3|. Procedure details: Using General Procedure E; [4-(1-methoxycyclopropyl)-phenylethynyl]-trimethylsilane (Intermediate 60, 285.0 mg, 1.18 mmols) in methanol (10 mL) was treated with potassium carbonate (100.0 mg, 0.72 mmol) and stirred overnight at ambient temperature. The crude alkyne (220 mg, 100%) was used directly in the next reaction. The reactants are C(C)OC(CC1=CC(=CC=C1)NC(C1=CC(=CC(=C1)F)Br)=O)=O ([3-(3-Bromo-5-fluoro-benzoylamino)-phenyl]-acetic acid ethyl ester), C1(=CC=CC=C1)B(O)O (phenylboronic acid). Run at temperature 80 celsius. The product is C(C)OC(CC1=CC(=CC=C1)NC(=O)C=1C=C(C=C(C1)F)C1=CC=CC=C1)=O ({3-[(5-Fluoro-biphenyl-3-carbonyl)-amino]-phenyl}-acetic acid ethyl ester). Reaction SMILES: [CH2:1]([O:3][C:4](=[O:23])[CH2:5][C:6]1[CH:11]=[CH:10][CH:9]=[C:8]([NH:12][C:13](=[O:22])[C:14]2[CH:19]=[C:18]([F:20])[CH:17]=[C:16](Br)[CH:15]=2)[CH:7]=1)[CH3:2].[C:24]1(B(O)O)[CH:29]=[CH:28][CH:27]=[CH:26][CH:25]=1>>[CH2:1]([O:3][C:4](=[O:23])[CH2:5][C:6]1[CH:11]=[CH:10][CH:9]=[C:8]([NH:12][C:13]([C:14]2[CH:15]=[C:16]([C:24]3[CH:29]=[CH:28][CH:27]=[CH:26][CH:25]=3)[CH:17]=[C:18]([F:20])[CH:19]=2)=[O:22])[CH:7]=1)[CH3:2]. Procedure details: [3-(3-Bromo-5-fluoro-benzoylamino)-phenyl]-acetic acid ethyl ester (209 mg, 0.55 mmol) was coupled to phenylboronic acid using Method E, except that the reaction mixture was heated at 80° C. The crude residue was purified by column chromatography using 20% EtOAc in heptane to give the title compound. Starting materials: NC=1C(=C(C2=C(CCN(CC2)C(=O)OC(C)(C)C)C1)C)O (1,1-Dimethylethyl 8-amino-7-hydroxy-6-methyl-1,2,4,5-tetrahydro-3H-3-benzazepine-3-carboxylate), C(C)(OC)(OC)OC (trimethyl orthoacetate), C1(=CC=C(C=C1)S(=O)(=O)[O-])C.[NH+]1=CC=CC=C1 (pyridinium p-toluenesulfonate). Solvent: CN(C)C=O (DMF). Yields the product CC=1OC2=C(C3=C(CCN(CC3)C(=O)OC(C)(C)C)C=C2N1)C (1,1-dimethylethyl 2,10-dimethyl-5,6,8,9-tetrahydro-7H-[1,3]oxazolo[4,5-h][3]benzazepine-7-carboxylate). Yield: 94.0%. RXN SMILES: [NH2:1][C:2]1[C:3]([OH:21])=[C:4]([CH3:20])[C:5]2[CH2:11][CH2:10][N:9]([C:12]([O:14][C:15]([CH3:18])([CH3:17])[CH3:16])=[O:13])[CH2:8][CH2:7][C:6]=2[CH:19]=1.[C:22](OC)(OC)(OC)[CH3:23].C1(C)C=CC(S([O-])(=O)=O)=CC=1.[NH+]1C=CC=CC=1>CN(C=O)C>[CH3:22][C:23]1[O:21][C:3]2[C:2]([N:1]=1)=[CH:19][C:6]1[CH2:7][CH2:8][N:9]([C:12]([O:14][C:15]([CH3:17])([CH3:18])[CH3:16])=[O:13])[CH2:10][CH2:11][C:5]=1[C:4]=2[CH3:20] |f:2.3|. Procedure details: 1,1-Dimethylethyl 8-amino-7-hydroxy-6-methyl-1,2,4,5-tetrahydro-3H-3-benzazepine-3-carboxylate (1.1 g) was treated with trimethyl orthoacetate (0.718 ml) and pyridinium p-toluenesulfonate (94 mg) in dry DMF (19 ml) at 60° C. for 1.5 hours. Volatiles were evaporated under reduced pressure and the residue was purified on silica gel (ethyl acetate/petroleum ether: 1/4) providing the title compound as white solid (1.127 g, 94% yield). The reactants are C(=O)(OC(C)(C)C)N[C@H](C(C)C)C(=O)O (N-Boc-D-valine), C(CCl)Cl (EDC), C=1C=CC2=C(C1)N=NN2O (HOBt), CCN(C(C)C)C(C)C (DIPEA), OC1CCN(CC1)C1=CC=C(C=C1)Cl (4-hydroxy-(4-chlorophenyl)piperidine). The solvent is ClCCl (dichloromethane). Run at time 2 hour. Product: ClC1=CC=C(C=C1)C1(CCN(CC1)C([C@@H](C(C)C)NC(OC(C)(C)C)=O)=O)O ((R)-tert-butyl 1-(4-(4-chlorophenyl)-4-hydroxypiperidin-1-yl)-3-methyl-1-oxobutan-2-ylcarbamate). The yield is 101.6%. Reaction SMILES: [C:1]([NH:8][C@@H:9]([C:13]([OH:15])=O)[CH:10]([CH3:12])[CH3:11])([O:3][C:4]([CH3:7])([CH3:6])[CH3:5])=[O:2].[CH2:16]([Cl:19])[CH2:17]Cl.[CH:20]1[CH:21]=CC2N(O)N=N[C:24]=2[CH:25]=1.CCN(C(C)C)C(C)C.[OH:39][CH:40]1[CH2:45][CH2:44][N:43](C2C=CC(Cl)=CC=2)[CH2:42][CH2:41]1>ClCCl>[Cl:19][C:16]1[CH:17]=[CH:24][C:25]([C:40]2([OH:39])[CH2:41][CH2:42][N:43]([C:13](=[O:15])[C@H:9]([NH:8][C:1](=[O:2])[O:3][C:4]([CH3:5])([CH3:6])[CH3:7])[CH:10]([CH3:11])[CH3:12])[CH2:44][CH2:45]2)=[CH:20][CH:21]=1. Procedure: N-Boc-D-valine (2.22 g, 10.2 mmol), EDC (1.96 g, 10.2 mmol), HOBt (1.38 g, 10.2 mmol) was dissolved in dichloromethane (40 mL). DIPEA (4.0 mL, 23.3 mmol) and 4-hydroxy-(4-chlorophenyl)piperidine (1.98 g, 9.34 mmol) was added and the solution was stirred at rt for 2 h. The reaction was concentrated and the resulting oily residue partitioned between EtOAc (150 mL) and water (50 mL), shaken and then separated. The organic layer was then washed with aq NaHCO3 (50 mL) and brine and the combined organ... The reactants are CCOC(=O)c1csc(-c2ccc3c(=O)n(CC(C)C)c(CNC(=O)OC(C)(C)C)c(-c4ccccc4)c3c2)n1, Cl, [Na+], C1CCOC1, [OH-], O. Yields the product CC(C)Cn1c(CNC(=O)OC(C)(C)C)c(-c2ccccc2)c2cc(-c3nc(C(=O)O)cs3)ccc2c1=O. As a reaction SMILES: [C:1]([CH3:2])([CH3:3])([CH3:4])[O:5][C:6](=[O:7])[NH:8][CH2:9][c:10]1[n:11]([CH2:37][CH:38]([CH3:39])[CH3:40])[c:12](=[O:36])[c:13]2[cH:14][cH:15][c:16](-[c:26]3[s:27][cH:28][c:29]([C:31](=[O:32])[O:33][CH2:34][CH3:35])[n:30]3)[cH:17][c:18]2[c:19]1-[c:20]1[cH:21][cH:22][cH:23][cH:24][cH:25]1.[ClH:44].[Na+:42].[O:45]1[CH2:46][CH2:47][CH2:48][CH2:49]1.[OH-:41].[OH2:43]>>[C:1]([CH3:2])([CH3:3])([CH3:4])[O:5][C:6](=[O:7])[NH:8][CH2:9][c:10]1[n:11]([CH2:37][CH:38]([CH3:39])[CH3:40])[c:12](=[O:36])[c:13]2[cH:14][cH:15][c:16](-[c:26]3[s:27][cH:28][c:29]([C:31](=[O:32])[OH:33])[n:30]3)[cH:17][c:18]2[c:19]1-[c:20]1[cH:21][cH:22][cH:23][cH:24][cH:25]1. Starting materials: C1COCCO1, CCOCC, Cl, CCCOc1nc(N)c2[nH]c(=O)n(CC3CCOC3)c2n1. Yields the product Cl, CCCCOc1nc(N)c2[nH]c(=O)n(CC3CCOC3)c2n1. As a reaction SMILES: [CH2:28]1[O:29][CH2:30][CH2:31][O:32][CH2:33]1.[CH3:23][CH2:24][O:25][CH2:26][CH3:27].[ClH:22].[NH2:1][c:2]1[c:3]2[nH:4][c:5](=[O:21])[n:6]([CH2:15][CH:16]3[CH2:17][O:18][CH2:19][CH2:20]3)[c:7]2[n:8][c:9]([O:11][CH2:12][CH2:13][CH3:14])[n:10]1>>[ClH:22].[NH2:1][c:2]1[c:3]2[nH:4][c:5](=[O:21])[n:6]([CH2:15][CH:16]3[CH2:17][O:18][CH2:19][CH2:20]3)[c:7]2[n:8][c:9]([O:11][CH2:12][CH2:13][CH2:14][CH3:23])[n:10]1.